From a dataset of the Open Reaction Database (ORD), a public repository of structured organic reaction records. describe an organic reaction: reactants, conditions, products, and yield The reactants are Cl.C(C)(=N)N (acetamidine hydrochloride), N1=CC=CC=C1 (pyridine), FC=1C=C(C=CC1)C#CC1=CC=2N(C(C(=CN2)C(=O)Cl)=O)C=C1 (8-((3-fluorophenyl)ethynyl)-4-oxo-4H-pyrido[1,2-a]pyrimidine-3-carbonyl chloride). Solvent: O (water), O1CCOCC1 (1,4-dioxane). Run at temperature 70 celsius. Yields the product FC=1C=C(C=CC1)C#CC1=CC=2N(C(C(=CN2)C2=NC(=NO2)C)=O)C=C1 (8-((3-fluorophenyl)ethynyl)-3-(3-methyl-1,2,4-oxadiazol-5-yl)-4H-pyrido[1,2-a]pyrimidin-4-one). As a reaction SMILES: [F:1][C:2]1[CH:3]=[C:4]([C:8]#[C:9][C:10]2[CH:23]=[CH:22][N:13]3[C:14](=[O:21])[C:15]([C:18](Cl)=[O:19])=[CH:16][N:17]=[C:12]3[CH:11]=2)[CH:5]=[CH:6][CH:7]=1.Cl.[C:25]([NH2:28])(=[NH:27])[CH3:26].N1C=CC=CC=1>O1CCOCC1.O>[F:1][C:2]1[CH:3]=[C:4]([C:8]#[C:9][C:10]2[CH:23]=[CH:22][N:13]3[C:14](=[O:21])[C:15]([C:18]4[O:19][N:28]=[C:25]([CH3:26])[N:27]=4)=[CH:16][N:17]=[C:12]3[CH:11]=2)[CH:5]=[CH:6][CH:7]=1 |f:1.2|. Reported procedure: 8-((3-fluorophenyl)ethynyl)-4-oxo-4H-pyrido[1,2-a]pyrimidine-3-carbonyl chloride was dissolved in 1,4-dioxane (3 mL). To the solution was added acetamidine hydrochloride (18 mg, 0.162 mmol, 1 equiv) and pyridine (2 mL). The reaction mixture was then heated at 70° C. overnight. After it was cooled to room temperature, the reaction mixture was diluted with water and extracted with ethyl acetate (3×50 mL). The combined organic layers were dried over Na2SO4. After filtration and concentration, the r... The reactants are O (water), COC1=CC=C(CN2C(N(C(C=3C2=NNC3)=O)C)=O)C=C1 (7-(4-methoxybenzyl)-5-methyl-2H-pyrazolo[3,4-d]pyrimidine-4,6(5H,7H)-dione), BrC1=CC=C(C=C1)CBr (1-bromo-4-(bromomethyl)benzene), C(=O)([O-])[O-].[K+].[K+] (K2CO3). Solvent: CN(C)C=O (DMF). Product: BrC1=CC=C(CN2N=C3N(C(N(C(C3=C2)=O)C)=O)CC2=CC=C(C=C2)OC)C=C1 (2-(4-Bromobenzyl)-7-(4-methoxybenzyl)-5-methyl-2H-pyrazolo[3,4-d]pyrimidine-4,6(5H,7H)-dione). Yield: 88.3%. As a reaction SMILES: [CH3:1][O:2][C:3]1[CH:21]=[CH:20][C:6]([CH2:7][N:8]2[C:13]3=[N:14][NH:15][CH:16]=[C:12]3[C:11](=[O:17])[N:10]([CH3:18])[C:9]2=[O:19])=[CH:5][CH:4]=1.[Br:22][C:23]1[CH:28]=[CH:27][C:26]([CH2:29]Br)=[CH:25][CH:24]=1.C([O-])([O-])=O.[K+].[K+].O>CN(C=O)C>[Br:22][C:23]1[CH:28]=[CH:27][C:26]([CH2:29][N:15]2[CH:16]=[C:12]3[C:13]([N:8]([CH2:7][C:6]4[CH:5]=[CH:4][C:3]([O:2][CH3:1])=[CH:21][CH:20]=4)[C:9](=[O:19])[N:10]([CH3:18])[C:11]3=[O:17])=[N:14]2)=[CH:25][CH:24]=1 |f:2.3.4|. Reported procedure: A suspension of 7-(4-methoxybenzyl)-5-methyl-2H-pyrazolo[3,4-d]pyrimidine-4,6(5H,7H)-dione (161 g, 562 mmol), 1-bromo-4-(bromomethyl)benzene (157 g, 628 mmol) and K2CO3 (93.2 g, 674 mmol) in DMF (800 mL) is stirred at room temperature until the reaction is complete. The reaction mixture is poured into water (5 L). After filtration, the filter cake is washed with water and ethanol successively, and then dried under vacuum to give 226 g of product (yield: 88%). MS (ESI) m/z 455.1 [M+H]+.